From a dataset of the Open Reaction Database (ORD), a public repository of structured organic reaction records. describe an organic reaction: reactants, conditions, products, and yield The reactants are [BH4-], O=C([O-])O, O=C1C=C(c2ccc(C(F)(F)F)cc2)CN(Cc2ccccc2)C1, CCO, Cl, [Na+], [Na+], O. Product: OC1C=C(c2ccc(C(F)(F)F)cc2)CN(Cc2ccccc2)C1. Reaction SMILES: [BH4-:32].[C:27](=[O:28])([OH:29])[O-:30].[CH2:3]([c:4]1[cH:5][cH:6][cH:7][cH:8][cH:9]1)[N:10]1[CH2:11][C:12](=[O:26])[CH:13]=[C:14]([c:16]2[cH:17][cH:18][c:19]([C:22]([F:23])([F:24])[F:25])[cH:20][cH:21]2)[CH2:15]1.[CH3:34][CH2:35][OH:36].[ClH:2].[Na+:31].[Na+:33].[OH2:1]>>[CH2:3]([c:4]1[cH:5][cH:6][cH:7][cH:8][cH:9]1)[N:10]1[CH2:11][CH:12]([OH:26])[CH:13]=[C:14]([c:16]2[cH:17][cH:18][c:19]([C:22]([F:23])([F:24])[F:25])[cH:20][cH:21]2)[CH2:15]1.